This data is from the Open Reaction Database (ORD), a public repository of structured organic reaction records. The task is: describe an organic reaction: reactants, conditions, products, and yield Reaction SMILES: [C:19](=[O:20])([O-:21])[O-:22].[CH2:31]([O:32][CH2:33][CH3:34])[CH3:35].[CH3:27][CH:28]([OH:29])[CH3:30].[Cl:11][CH2:12][c:13]1[cH:14][cH:15][cH:16][cH:17][cH:18]1.[F:1][c:2]1[c:3]([OH:10])[cH:4][c:5]([CH:6]=[O:7])[cH:8][cH:9]1.[I-:26].[K+:23].[K+:24].[Na+:25]>>[F:1][c:2]1[c:3]([O:10][CH2:12][c:13]2[cH:14][cH:15][cH:16][cH:17][cH:18]2)[cH:4][c:5]([CH:6]=[O:7])[cH:8][cH:9]1. Yields the product O=Cc1ccc(F)c(OCc2ccccc2)c1. Starting materials: O=C([O-])[O-], CCOCC, CC(C)O, ClCc1ccccc1, O=Cc1ccc(F)c(O)c1, [I-], [K+], [K+], [Na+]. Starting materials: C(C)(C)N(CC)C(C)C (diisopropylethylamine), Cl.Cl.CN1C=NC(=C1)CCN (2(1-Methyl-1H-imidazol-4-yl)-ethylamine bis hydrochloride), FC1=C(C#N)C=CC(=C1)C=O (2-fluoro-4-formyl-benzonitrile). Run at temperature 125 celsius. Product: FC1=C(C#N)C=CC(=C1)C1NCCC2=C1N(C=N2)C (2-Fluoro-4-(3-methyl-4,5,6,7-tetrahydro-3H-imidazo[4,5-c]pyridin-4-yl)-benzonitrile), [NH4+].[OH-].CC#N (NH4OH CH3CN). Yield: 0.0%. Reaction SMILES: Cl.Cl.[CH3:3][N:4]1[CH:8]=[C:7]([CH2:9][CH2:10][NH2:11])[N:6]=[CH:5]1.[F:12][C:13]1[CH:20]=[C:19]([CH:21]=[O:22])[CH:18]=[CH:17][C:14]=1[C:15]#[N:16].[CH:23]([N:26](C(C)C)CC)(C)[CH3:24]>>[F:12][C:13]1[CH:20]=[C:19]([CH:21]2[C:8]3[N:4]([CH3:3])[CH:5]=[N:6][C:7]=3[CH2:9][CH2:10][NH:11]2)[CH:18]=[CH:17][C:14]=1[C:15]#[N:16].[NH4+:26].[OH-:22].[CH3:24][C:23]#[N:26] |f:0.1.2,6.7.8|. Procedure: 2(1-Methyl-1H-imidazol-4-yl)-ethylamine bis hydrochloride (0.15 g, 0.757 mmol), 2-fluoro-4-formyl-benzonitrile (0.112 g, 0.757 mmol), prepared as described in Step D, and diisopropylethylamine (0.40 mL, 2.30 mmol) were heated at 125° C. for 1 h. The reaction mixture was concentrated in vacuo, partitioned between CH2Cl2 and saturated NaHCO3 solution, the aqueous layer extracted with CH2Cl2 (2×), the organic layers combined, dried (Na2SO4), filtered and concentrated to give the title compound afte... As a reaction SMILES: [CH2:1]([c:2]1[cH:3][cH:4][cH:5][cH:6][cH:7]1)[O:8][C:9](=[O:10])[C:11]1=[C:12]([CH2:27][CH3:28])[N:13]=[C:14]([O:25][CH3:26])[NH:15][CH:16]1[c:17]1[cH:18][c:19]([F:24])[c:20]([F:23])[cH:21][cH:22]1.[CH3:58][O:59][C:60](=[NH:61])[NH2:62].[F:29][c:30]1[cH:31][c:32]([CH:33]=[C:34]([C:35](=[O:36])[CH3:37])[CH2:38][C:39]([O:40][CH2:41][c:42]2[cH:43][cH:44][cH:45][cH:46][cH:47]2)=[O:48])[cH:49][cH:50][c:51]1[F:52].[Na+:67].[O-:63][C:64]([OH:65])=[O:66].[O:68]=[CH:69][N:70]([CH3:71])[CH3:72].[S:53]([OH:54])([OH:55])(=[O:56])=[O:57]>>[CH2:1]([c:2]1[cH:3][cH:4][cH:5][cH:6][cH:7]1)[O:8][C:9](=[O:10])[C:11]1=[C:12]([CH3:27])[N:13]=[C:14]([O:25][CH3:26])[NH:15][CH:16]1[c:17]1[cH:18][c:19]([F:24])[c:20]([F:23])[cH:21][cH:22]1. Yields the product COC1=NC(C)=C(C(=O)OCc2ccccc2)C(c2ccc(F)c(F)c2)N1. The reactants are CCC1=C(C(=O)OCc2ccccc2)C(c2ccc(F)c(F)c2)NC(OC)=N1, COC(=N)N, CC(=O)C(=Cc1ccc(F)c(F)c1)CC(=O)OCc1ccccc1, [Na+], O=C([O-])O, CN(C)C=O, O=S(=O)(O)O. Starting materials: Cl.C(C1=CC=CC=C1)NO (N-benzylhydroxylamine hydrochloride), C([O-])([O-])=O.[Na+].[Na+] (sodium carbonate), BrCC(=O)NC1=CC(=C2CC3CC4C(C(=C(C(C4(C(=C3C(C2=C1O)=O)O)O)=O)C(=O)N)O)N(C)C)N(C)C (9-(2-bromo-acetylamino)-4,7-bis-dimethylamino-3,10,12,12a-tetrahydroxy-1,11-dioxo-1,4,4a,5,5a,6,11,12a-octahydro-naphthacene-2-carboxylic acid amide). Run in CN1CCCN(C1=O)C (DMPU), C(C)#N (acetonitrile). The product is C(C1=CC=CC=C1)N(CC(=O)NC1=CC(=C2C[C@H]3C[C@H]4[C@@H](C(=C(C([C@]4(C(=C3C(C2=C1O)=O)O)O)=O)C(=O)N)O)N(C)C)N(C)C)O ((4S,4aS,5aR,12aS)-9-[(N-benzyl-N-hydroxyglycyl)amino]-4,7-bis(dimethylamino)-3,10,12,12a-tetrahydroxy-1,11-dioxo-1,4,4a,5,5a,6,11,12a-octahydrotetracene-2-carboxamide). The yield is 36.8%. As a reaction SMILES: Cl.[CH2:2]([NH:9][OH:10])[C:3]1[CH:8]=[CH:7][CH:6]=[CH:5][CH:4]=1.C(=O)([O-])[O-].[Na+].[Na+].Br[CH2:18][C:19]([NH:21][C:22]1[C:39]([OH:40])=[C:38]2[C:25]([CH2:26][CH:27]3[C:36]([C:37]2=[O:41])=[C:35]([OH:42])[C:34]2([OH:43])[CH:29]([CH:30]([N:49]([CH3:51])[CH3:50])[C:31]([OH:48])=[C:32]([C:45]([NH2:47])=[O:46])[C:33]2=[O:44])[CH2:28]3)=[C:24]([N:52]([CH3:54])[CH3:53])[CH:23]=1)=[O:20]>CN1C(=O)N(C)CCC1.C(#N)C>[CH2:2]([N:9]([OH:10])[CH2:18][C:19]([NH:21][C:22]1[C:39]([OH:40])=[C:38]2[C:25]([CH2:26][C@@H:27]3[C:36]([C:37]2=[O:41])=[C:35]([OH:42])[C@@:34]2([OH:43])[C@H:29]([C@H:30]([N:49]([CH3:51])[CH3:50])[C:31]([OH:48])=[C:32]([C:45]([NH2:47])=[O:46])[C:33]2=[O:44])[CH2:28]3)=[C:24]([N:52]([CH3:53])[CH3:54])[CH:23]=1)=[O:20])[C:3]1[CH:8]=[CH:7][CH:6]=[CH:5][CH:4]=1 |f:0.1,2.3.4|. Reported procedure: The compound of the example is prepared by the procedure of Example 1 using 3 g of N-benzylhydroxylamine hydrochloride, 2 g of sodium carbonate, and 0.8 g of 9-(2-bromo-acetylamino)-4,7-bis-dimethylamino-3,10,12,12a-tetrahydroxy-1,11-dioxo-1,4,4a,5,5a,6,11,12a-octahydro-naphthacene-2-carboxylic acid amide in 10 ml DMPU and 3 ml acetonitrile to give 0.315 g of the product. Starting materials: Cl.C(C)OC(CCN)=O (β-alanine ethyl ester hydrochloride), O.ON1N=NC2=C1C=CC=C2 (1-hydroxybenzotriazole monohydrate), C1(CCCCC1)C(C1=C(C=2C(=NC=CC2)S1)C)NC1=CC=C(C(=O)O)C=C1 (4-{[cyclohexyl(3-methylthieno[2,3-b]pyridin-2-yl)methyl]amino}benzoic acid), Cl.C(C)N=C=NCCCN(C)C (1-ethyl-3-(3-dimethylaminopropyl)carbodiimide hydrochloride), [Cl-].[NH4+] (ammonium chloride). Solvent: CN(C=O)C (N,N-dimethylformamide), C(C)N(CC)CC (triethylamine). Run at time 8 hour. The product is C1(CCCCC1)C(C1=C(C=2C(=NC=CC2)S1)C)NC1=CC=C(C=C1)C(=O)NCCC(=O)OCC (ethyl 3-{[(4-{[cyclohexyl(3-methylthieno[2,3-b]pyridin-2-yl)methyl]amino}phenyl)carbonyl]amino}propanoate). Isolated yield 88.6%. Reaction SMILES: [CH:1]1([CH:7]([NH:18][C:19]2[CH:27]=[CH:26][C:22]([C:23](O)=[O:24])=[CH:21][CH:20]=2)[C:8]2[S:16][C:11]3=[N:12][CH:13]=[CH:14][CH:15]=[C:10]3[C:9]=2[CH3:17])[CH2:6][CH2:5][CH2:4][CH2:3][CH2:2]1.Cl.[CH2:29]([O:31][C:32](=[O:36])[CH2:33][CH2:34][NH2:35])[CH3:30].O.ON1C2C=CC=CC=2N=N1.Cl.C(N=C=NCCCN(C)C)C.[Cl-].[NH4+]>CN(C)C=O.C(N(CC)CC)C>[CH:1]1([CH:7]([NH:18][C:19]2[CH:27]=[CH:26][C:22]([C:23]([NH:35][CH2:34][CH2:33][C:32]([O:31][CH2:29][CH3:30])=[O:36])=[O:24])=[CH:21][CH:20]=2)[C:8]2[S:16][C:11]3=[N:12][CH:13]=[CH:14][CH:15]=[C:10]3[C:9]=2[CH3:17])[CH2:6][CH2:5][CH2:4][CH2:3][CH2:2]1 |f:1.2,3.4,5.6,7.8|. Procedure: To a mixture of 4-{[cyclohexyl(3-methylthieno[2,3-b]pyridin-2-yl)methyl]amino}benzoic acid (300 mg) synthesized above, β-alanine ethyl ester hydrochloride (181 mg), 1-hydroxybenzotriazole monohydrate (181 mg), triethylamine (329 μL) and N,N-dimethylformamide (10 mL) was added 1-ethyl-3-(3-dimethylaminopropyl)carbodiimide hydrochloride (226 mg), and the mixture was stirred overnight at room temperature. Saturated aqueous ammonium chloride solution was added to quench the reaction, and the reactio... The reactants are BrB(Br)Br, ClCCl, COc1ccc(C=O)c(Cl)c1Cl. Product: O=Cc1ccc(O)c(Cl)c1Cl. RXN SMILES: [B:1]([Br:2])([Br:3])[Br:4].[CH2:17]([Cl:18])[Cl:19].[Cl:5][c:6]1[c:7]([CH:8]=[O:9])[cH:10][cH:11][c:12]([O:15][CH3:16])[c:13]1[Cl:14]>>[Cl:5][c:6]1[c:7]([CH:8]=[O:9])[cH:10][cH:11][c:12]([OH:15])[c:13]1[Cl:14]. The reactants are O[C@H]1C[C@@H]2CC[C@H]3[C@@H]4CC[C@H](C(CC(OC)OC)=O)[C@]4(CC([C@@H]3[C@]2(CC1)C)=O)C (3α-hydroxy-21-dimethoxymethyl-5α-pregnane-11,20-dione). The solvent is C(C)(=O)O (acetic acid), O (water), O (water). Product: C(=O)CC([C@H]1CC[C@H]2[C@@H]3CC[C@H]4C[C@@H](CC[C@]4(C)[C@H]3C(C[C@]12C)=O)O)=O (21-Formyl-3α-hydroxy-5α-pregnane-11,20-dione). Isolated yield 49.5%. As a reaction SMILES: [OH:1][C@@H:2]1[CH2:26][CH2:25][C@@:24]2([CH3:27])[C@@H:4]([CH2:5][CH2:6][C@@H:7]3[C@@H:23]2[C:22](=[O:28])[CH2:21][C@@:20]2([CH3:29])[C@H:8]3[CH2:9][CH2:10][C@@H:11]2[C:12](=[O:19])[CH2:13][CH:14](OC)[O:15]C)[CH2:3]1>C(O)(=O)C.O>[CH:14]([CH2:13][C:12](=[O:19])[C@@H:11]1[C@:20]2([CH3:29])[C@H:8]([C@H:7]3[C@H:23]([C:22](=[O:28])[CH2:21]2)[C@:24]2([CH3:27])[C@H:4]([CH2:3][C@H:2]([OH:1])[CH2:26][CH2:25]2)[CH2:5][CH2:6]3)[CH2:9][CH2:10]1)=[O:15]. Procedure details: A solution of 3α-hydroxy-21-dimethoxymethyl-5α-pregnane-11,20-dione (900 mg.) in glacial acetic acid (13 ml) and water (1.3 ml) was stirred at 75° C for 6 hours, then poured into a mixture of ice and water. The product was collected, washed with water and dried in vacuo to give title compound (395 mg), [α]D + 100.5° (c, 0.4), λmax. 268 nm (ε 6,325). Starting materials: C1(=CC=CC=C1)OC (Anisole), ClC=1C(=NC(=NC1)C#N)NC1=NN2C(C(=N1)N(CC1=CC=C(C=C1)OC)C1CC1)=NC=C2C#N (2-((5-Chloro-2-cyanopyrimidin-4-yl)amino)-4-(cyclopropyl(4-methoxybenzyl)amino)imidazo[2,1-f][1,2,4]triazine-7-carbonitrile), C(=O)(C(F)(F)F)O (TFA). Run in ClCCCl (DCE). Run at temperature 50 celsius, time 8 hour. Yields the product ClC=1C(=NC(=NC1)C#N)NC1=NN2C(C(=N1)NC1CC1)=NC=C2C#N (2-((5-Chloro-2-cyanopyrimidin-4-yl)amino)-4-(cyclopropylamino)imidazo[2,1-f][1,2,4]triazine-7-carbonitrile). Reaction SMILES: [Cl:1][C:2]1[C:3]([NH:10][C:11]2[N:16]=[C:15]([N:17]([CH:27]3[CH2:29][CH2:28]3)CC3C=CC(OC)=CC=3)[C:14]3=[N:30][CH:31]=[C:32]([C:33]#[N:34])[N:13]3[N:12]=2)=[N:4][C:5]([C:8]#[N:9])=[N:6][CH:7]=1.C1(OC)C=CC=CC=1.C(O)(C(F)(F)F)=O>ClCCCl>[Cl:1][C:2]1[C:3]([NH:10][C:11]2[N:16]=[C:15]([NH:17][CH:27]3[CH2:28][CH2:29]3)[C:14]3=[N:30][CH:31]=[C:32]([C:33]#[N:34])[N:13]3[N:12]=2)=[N:4][C:5]([C:8]#[N:9])=[N:6][CH:7]=1. Procedure: 2-((5-Chloro-2-cyanopyrimidin-4-yl)amino)-4-(cyclopropyl(4-methoxybenzyl)amino)imidazo[2,1-f][1,2,4]triazine-7-carbonitrile was dissolved in DCE. Anisole (50 μL) was added followed by TFA (200 μL) and the reaction was stirred at 50° C. overnight. The reaction was concentrated and dried under vacuum. The crude product was purified by preparative LC/MS with the following conditions: Column: Waters XBridge C18, 19×250 mm, 5-μm particles; Mobile Phase A: 5:95 acetonitrile: water with 10-mM ammonium ... Starting materials: C[C@@]12CC(C[C@H]1[C@@H]1CNC3=CC(CC[C@]3(C)[C@H]1CC2)=O)=O (6-azaandrost-4-ene-3,16-dione), N#N (N2), [H-].[Na+] (sodium hydride), CI (Methyl iodide), [NH4+].[Cl-] (NH4Cl). Run in C(Cl)Cl (methylene chloride), CN(C)C=O (DMF), O (H2O). Conditions: time 30 minute. Product: CN1C[C@H]2[C@@H]3CC(C[C@@]3(C)CC[C@@H]2[C@]2(CCC(C=C12)=O)C)=O (6-methyl-6-azaandrost-4-ene-3,16-dione). RXN SMILES: [CH3:1][C@:2]12[CH2:19][CH2:18][C@H:17]3[C@@H:7]([CH2:8][NH:9][C:10]4[C@:15]3([CH3:16])[CH2:14][CH2:13][C:12](=[O:20])[CH:11]=4)[C@@H:6]1[CH2:5][C:4](=[O:21])[CH2:3]2.N#N.[H-].[Na+].[CH3:26]I.[NH4+].[Cl-]>CN(C=O)C.O.C(Cl)Cl>[CH3:26][N:9]1[C:10]2[C@:15]([CH3:16])([CH2:14][CH2:13][C:12](=[O:20])[CH:11]=2)[C@@H:17]2[C@H:7]([C@H:6]3[C@@:2]([CH2:19][CH2:18]2)([CH3:1])[CH2:3][C:4](=[O:21])[CH2:5]3)[CH2:8]1 |f:2.3,5.6|. Procedure details: To a solution of 6-azaandrost-4-ene-3,16-dione (12, R2 =H) (558 mg, 1.94 mmoles) in DMF (12 mL) was added, in a N2 atmosphere, sodium hydride (60% in mineral oil) (116 mg, 2.91 mmoles) and the mixture stirred at room temperature for 30 minutes. Methyl iodide (1.8 mL, 19.4 mmoles) was added and stirring continued for 2 hours. Saturated NH4Cl (1 mL) was added followed by methylene chloride and H2O. The organic phase was washed with H2O and brine and dried over MgSO4. Evaporation in vacuo and flash... Starting materials: O.O.O.O.S(=O)(=O)([O-])[O-].[Zr+4].S(=O)(=O)([O-])[O-] (zirconium sulfate tetrahydrate). Run in O (water). Product: S(=O)(=O)([O-])[O-].[Zr+4].S(=O)(=O)([O-])[O-] (zirconium sulfate), [Zr] (zirconium). Reaction SMILES: O.O.O.O.[S:5]([O-:9])([O-:8])(=[O:7])=[O:6].[Zr+4:10].[S:11]([O-:15])([O-:14])(=[O:13])=[O:12]>O>[S:5]([O-:9])([O-:8])(=[O:7])=[O:6].[Zr+4:10].[S:11]([O-:15])([O-:14])(=[O:13])=[O:12].[Zr:10] |f:0.1.2.3.4.5.6,8.9.10|. Procedure: A zirconium sulfate solution was prepared by dissolving commercial zirconium sulfate tetrahydrate in distilled water. Analysis of the solution gave a zirconium content of 195 grams per liter (expressed as ZrO2) and a sulfate content of 338 grams per liter (expressed as SO4).